Dataset: the Open Reaction Database (ORD), a public repository of structured organic reaction records. Task: describe an organic reaction: reactants, conditions, products, and yield Solvent: CN(C=O)C (dimethylformamide). Reaction SMILES: [OH-].[Na+].[CH3:3][O:4][C:5]1[CH:12]=[CH:11][C:8]([CH2:9][SH:10])=[CH:7][CH:6]=1.[C:13]([O:17][C:18]([N:20]1[CH2:24][C@H:23](OS(C)(=O)=O)[CH2:22][C@H:21]1[C:30](=[O:34])[N:31]([CH3:33])[CH3:32])=[O:19])([CH3:16])([CH3:15])[CH3:14]>CN(C)C=O>[C:13]([O:17][C:18]([N:20]1[CH2:24][C@@H:23]([S:10][CH2:9][C:8]2[CH:11]=[CH:12][C:5]([O:4][CH3:3])=[CH:6][CH:7]=2)[CH2:22][C@H:21]1[C:30](=[O:34])[N:31]([CH3:32])[CH3:33])=[O:19])([CH3:16])([CH3:15])[CH3:14] |f:0.1|. Conditions: time 30 minute. Yields the product C(C)(C)(C)OC(=O)N1[C@@H](C[C@@H](C1)SCC1=CC=C(C=C1)OC)C(N(C)C)=O ((2S, 4S)-1-(t-Butoxycarbonyl)-2-(N,N-dimethylcarbamoyl)-4-(4-methoxybenzylthio)pyrrolidine). The yield is 31.3%. Starting materials: [OH-].[Na+] (sodium hydroxide), COC1=CC=C(CS)C=C1 (4-methoxybenzyl mercaptan), C(C)(C)(C)OC(=O)N1[C@@H](C[C@H](C1)OS(=O)(=O)C)C(N(C)C)=O ((2S, 4R)-1-(t-butoxycarbonyl)-2-(N,N-dimethylcarbamoyl)-4-methanesulfonyloxypyrrolidine). Procedure details: 151 mg of sodium hydroxide (as a 55% w/w dispersion in mineral oil) were added, whilst ice-cooling, to a solution of 532 mg of 4-methoxybenzyl mercaptan dissolved in 10 ml of dry dimethylformamide. The mixture was then stirred at room temperature for 30 minutes, after which 1.05 g of (2S, 4R)-1-(t-butoxycarbonyl)-2-(N,N-dimethylcarbamoyl)-4-methanesulfonyloxypyrrolidine [prepared as described in step (2) above] was added. The reaction mixture was then stirred at room temperature for 30 minutes a... Reactants: C1(=CC=CC=C1)N[C@@H](C)C(=O)OCC (ethyl N-phenylalaninate), ClC1=NC=C(C(=N1)Cl)[N+](=O)[O-] (2,4-dichloro-5-nitropyrimidine), N1C=NC=C1 (imidazole). Run in ClCCl (dichloromethane). Reaction conditions: temperature 0 celsius. The product is ClC1=NC=C(C(=N1)N([C@@H](C)C(=O)OCC)C1=CC=CC=C1)[N+](=O)[O-] (ethyl N-(2-chloro-5-nitropyrimidin-4-yl)-N-phenylalaninate). The yield is 22.0%. As a reaction SMILES: [C:1]1([NH:7][C@H:8]([C:10]([O:12][CH2:13][CH3:14])=[O:11])[CH3:9])[CH:6]=[CH:5][CH:4]=[CH:3][CH:2]=1.[Cl:15][C:16]1[N:21]=[C:20](Cl)[C:19]([N+:23]([O-:25])=[O:24])=[CH:18][N:17]=1.N1C=CN=C1>ClCCl>[Cl:15][C:16]1[N:21]=[C:20]([N:7]([C:1]2[CH:6]=[CH:5][CH:4]=[CH:3][CH:2]=2)[C@H:8]([C:10]([O:12][CH2:13][CH3:14])=[O:11])[CH3:9])[C:19]([N+:23]([O-:25])=[O:24])=[CH:18][N:17]=1. Procedure details: A solution of ethyl N-phenylalaninate (9.65 g, 50 mmol) and 2,4-dichloro-5-nitropyrimidine (9.7 g, 50 mmol) in anhydrous dichloromethane (100 mL) was stirred for 5 minutes at rt under nitrogen. The solution was then cooled to 0° C. (Ice bath) followed by addition of imidazole (3.41 g, 50 mmol). The resulting reaction mixture was allowed to warm up to rt in 30 min and further heated at 50° C. for 2 h. The reaction was then cooled to rt, washed with water, dried over sodium sulfate and evaporated ... The reactants are CCO, [Cl-], CON(C)C(=O)c1[nH]c2c(Cl)cccc2c1[N+](=O)[O-], [Fe], [NH4+], O. The product is CON(C)C(=O)c1[nH]c2c(Cl)cccc2c1N. RXN SMILES: [CH2:23]([OH:24])[CH3:25].[Cl-:20].[Cl:1][c:2]1[cH:3][cH:4][cH:5][c:6]2[c:7]([N+:17]([O-:18])=[O:19])[c:8]([C:11](=[O:12])[N:13]([CH3:14])[O:15][CH3:16])[nH:9][c:10]12.[Fe:26].[NH4+:21].[OH2:22]>>[Cl:1][c:2]1[cH:3][cH:4][cH:5][c:6]2[c:7]([NH2:17])[c:8]([C:11](=[O:12])[N:13]([CH3:14])[O:15][CH3:16])[nH:9][c:10]12.